This data is from the Open Reaction Database (ORD), a public repository of structured organic reaction records. The task is: describe an organic reaction: reactants, conditions, products, and yield The reactants are S1C(=CC=C1)C=O (thiophene-2-carboxaldehyde), [Cl-].[NH4+] (ammonium chloride), [OH-].[NH4+] (ammonium hydroxide), C(C)(C)S(=O)(=O)N1C(=NC2=C1C=C(C=C2)C(C(C2=CC=CC=C2)O[Si](C)(C)C(C)(C)C)=O)N (1-isopropylsulfonyl-2-amino-6-(α-((tert-butyldimethylsilyl)oxy)-α-(phenyl)acetyl)-benzimidazole), C(C)(=O)[O-].[NH4+] (ammonium acetate), [OH-].[NH4+] (ammonium hydroxide). Reagents/catalysts: C(C)(=O)[O-].[Cu+2].C(C)(=O)[O-] (copper(II) acetate). The solvent is C(C)(=O)OCC (ethyl acetate), CO (methanol), C(C)(=O)O (acetic acid). Conditions: temperature 97.5 celsius, time 2 hour. Product: CS(=O)(=O)O.C(C)(C)S(=O)(=O)N1C(=NC2=C1C=C(C=C2)C=2N=C(NC2C2=CC=CC=C2)C=2SC=CC2)N (1-isopropylsulfonyl-2-amino-6-(2-(thien-2-yl)-5-(phenyl)-imidazol-4-yl)-benzimidazole methanesulfonate). Yield: 40.0%. As a reaction SMILES: [S:1]1[CH:5]=[CH:4][CH:3]=[C:2]1[CH:6]=[O:7].[CH:8]([S:11]([N:14]1[C:18]2[CH:19]=[C:20]([C:23](=O)[CH:24](O[Si](C(C)(C)C)(C)C)[C:25]3[CH:30]=[CH:29][CH:28]=[CH:27][CH:26]=3)[CH:21]=[CH:22][C:17]=2[N:16]=[C:15]1[NH2:40])(=[O:13])=[O:12])([CH3:10])[CH3:9].C([O-])(=O)C.[NH4+:45].[Cl-].[NH4+:47].[OH-].[NH4+]>C(O)(=O)C.C([O-])(=O)C.[Cu+2].C([O-])(=O)C.CO.C(OCC)(=O)C>[CH3:8][S:11]([OH:13])(=[O:7])=[O:12].[CH:8]([S:11]([N:14]1[C:18]2[CH:19]=[C:20]([C:23]3[N:45]=[C:6]([C:2]4[S:1][CH:5]=[CH:4][CH:3]=4)[NH:47][C:24]=3[C:25]3[CH:30]=[CH:29][CH:28]=[CH:27][CH:26]=3)[CH:21]=[CH:22][C:17]=2[N:16]=[C:15]1[NH2:40])(=[O:13])=[O:12])([CH3:10])[CH3:9] |f:2.3,4.5,6.7,9.10.11,14.15|. Procedure: Add thiophene-2-carboxaldehyde (3.16 mL, 33.8 mmol) to a stirring mixture of 1-isopropylsulfonyl-2-amino-6-(α-((tert-butyldimethylsilyl)oxy)-α-(phenyl)acetyl)-benzimidazole (15.0 g, 30.8 mmol), copper(II) acetate (11.2 g, 61.5 mmol), and ammonium acetate (23.7 g, 308 mmol) in acetic acid (300 mL). Heat the mixture at 95-100° C. and stir vigorously for 2 hours. Cool the mixture to 15° C., pour into a mixture of 750 mL saturated aqueous ammonium chloride and 250 mL concentrated ammonium hydroxide.... The reactants are C(=C)OCCCC (n-butyl vinyl ether), CCN(C(C)C)C(C)C (DIPEA), C(=C)OCCCC (n-Butyl vinyl ether), ClC1=NC=C(C(=N1)Cl)Cl (2,4,5-trichloropyrimidine), CCN(C(C)C)C(C)C (DIPEA), O (water). The reagents and catalysts are C(C)(=O)[O-].[Pd+2].C(C)(=O)[O-] (Palladium acetate), C(C)(=O)[O-].[Pd+2].C(C)(=O)[O-] (palladium(II) acetate). Solvent: [Cl-].[Na+].O (brine). Run at temperature 80 celsius. Yields the product C(CCC)O/C=C/C1=NC(=NC=C1Cl)Cl (4-[(E)-2-Butoxyethenyl]-2,5-dichloropyrimidine). Yield: 90.8%. As a reaction SMILES: [CH:1]([O:3][CH2:4][CH2:5][CH2:6][CH3:7])=[CH2:2].[Cl:8][C:9]1[N:14]=[C:13](Cl)[C:12]([Cl:16])=[CH:11][N:10]=1.CCN(C(C)C)C(C)C.O>[Cl-].[Na+].O.C([O-])(=O)C.[Pd+2].C([O-])(=O)C>[CH2:4]([O:3]/[CH:1]=[CH:2]/[C:13]1[C:12]([Cl:16])=[CH:11][N:10]=[C:9]([Cl:8])[N:14]=1)[CH2:5][CH2:6][CH3:7] |f:4.5.6,7.8.9|. Procedure: Degassed 1,4-dioxane (600 mL) was added to palladium(II) acetate (4.80 g, 21.37 mmol) under N2. n-Butyl vinyl ether (275 mL, 2.137 mol), 2,4,5-trichloropyrimidine (200 g, 1.069 mol) and DIPEA (194 mL, 1.122 mol) were then added. The mixture was heated to 80° C. for 22.5 h and then cooled to 30° C. Palladium acetate (2.40 g, 10.68 mmol), n-butyl vinyl ether (138 mL, 1.068 mol) and DIPEA (97 mL, 561 mmol) were then added. The mixture was then heated to 80° C. for 4 h and then allowed to cool to r.... Starting materials: COc1cc(NC(=O)OC(C)(C)C)c(NC(=O)CC(=O)c2ccnc(C#N)c2)cc1C(F)(F)F, ClCCl, O=C(O)C(F)(F)F. Product: COc1cc2c(cc1C(F)(F)F)NC(=O)CC(c1ccnc(C#N)c1)=N2. RXN SMILES: [C:1]([O:2][C:3](=[O:4])[NH:7][c:8]1[c:9]([NH:20][C:21]([CH2:22][C:23](=[O:5])[c:25]2[cH:26][c:27]([C:31]#[N:32])[n:28][cH:29][cH:30]2)=[O:33])[cH:10][c:11]([C:16]([F:17])([F:18])[F:19])[c:12]([O:14][CH3:15])[cH:13]1)([CH3:6])([CH3:24])[CH3:34].[Cl:42][CH2:43][Cl:44].[F:35][C:36]([F:37])([F:38])[C:39]([OH:40])=[O:41]>>[N:7]1=[C:23]([c:25]2[cH:26][c:27]([C:31]#[N:32])[n:28][cH:29][cH:30]2)[CH2:22][C:21](=[O:33])[NH:20][c:9]2[c:8]1[cH:13][c:12]([O:14][CH3:15])[c:11]([C:16]([F:17])([F:18])[F:19])[cH:10]2. The reactants are C(=O)(O)[O-].[Na+] (NaHCO3), FC(C=1C=C(OC[C@@H](CCC2C3C(OC2=O)CCC3)O)C=CC1)(F)F ([(3R)-4-(3-trifluoromethylphenoxy)-3-hydroxy-1-butyl]-hexahydro-2H-cyclopenta[b]furan-2-one), O.C1(=CC=C(C=C1)S(=O)(=O)O)C (p-toluenesulfonic acid monohydrate), O1CCCC=C1 (3,4-dihydro-2H-pyran). Solvent: C(Cl)Cl (CH2Cl2). Reaction conditions: temperature 0 celsius, time 2 hour. The product is O1C(CCCC1)O[C@H]1[C@@H]([C@@H]2[C@@H](OC(C2)=O)C1)CC[C@H](COC1=CC(=CC=C1)C(F)(F)F)OC1OCCCC1 ((3aR, 4R, 5R, 6aS)-5-(Tetrahydropyran-2-yloxy)4-[(3R)-4-(3-trifluoromethylphenoxy)-3-(tetrahydroPyran-2-yloxy)-1-butyl]-hexahydro-2H-cyclopenta[b]furan-2-one). RXN SMILES: [F:1][C:2]([F:25])([F:24])[C:3]1[CH:4]=[C:5]([CH:21]=[CH:22][CH:23]=1)[O:6][CH2:7][C@H:8]([OH:20])[CH2:9][CH2:10][CH:11]1[C:15](=[O:16])O[CH:13]2C[CH2:18][CH2:19][CH:12]12.[OH2:26].[C:27]1(C)C=[CH:31][C:30](S(O)(=O)=O)=[CH:29][CH:28]=1.[O:38]1[CH:43]=[CH:42][CH2:41][CH2:40][CH2:39]1.[C:44]([O-:47])([OH:46])=O.[Na+]>C(Cl)Cl>[O:38]1[CH2:39][CH2:40][CH2:41][CH2:42][CH:43]1[O:16][C@@H:15]1[CH2:18][C@@H:19]2[O:46][C:44](=[O:47])[CH2:13][C@@H:12]2[C@H:11]1[CH2:10][CH2:9][C@@H:8]([O:20][CH:31]1[CH2:30][CH2:29][CH2:28][CH2:27][O:26]1)[CH2:7][O:6][C:5]1[CH:21]=[CH:22][CH:23]=[C:3]([C:2]([F:1])([F:24])[F:25])[CH:4]=1 |f:1.2,4.5|. Procedure: A mixture of 1.2 g (3.2 mmol) of diol 26 and 0.05 g of p-toluenesulfonic acid monohydrate in 100 mL of CH2Cl2 at 0° C. was treated with 3,4-dihydro-2H-pyran (1.1 ml, 12 mmol) and the solution was stirred for 2 h at 0° C. After pouring into saturated NaHCO3, phases were separated and the organic layer was dried over MgSO4, filtered, concentrated, and purified by chromatography on silica gel (1/1, hexanes/EtOAc) to afford 1.1 g of 27 as a clear, colorless oil. 1H NMR (CDCl3) δ 8.04 (dd, J=7.0, 1.6... The reactants are N(=NC(=O)OCC)C(=O)OCC (diethyl azodicarboxylate), CN(C)CCCO (3-(N,N-dimethylamino)propanol), C1(=CC=CC=C1)P(C1=CC=CC=C1)C1=CC=CC=C1 (triphenyl phosphine), C1(=CC=CC=C1)CCCC1=C(C=CC=C1)O (2-(3-phenylpropyl)phenol). Solvent: C(Cl)Cl (methylene chloride). Product: CN(C)CCCOC1=C(C=CC=C1)CCCC1=CC=CC=C1 (N,N-Dimethyl-3-[2-(3-phenylpropyl)phenoxy]propylamine). Yield: 35.7%. As a reaction SMILES: [CH3:1][N:2]([CH2:4][CH2:5][CH2:6][OH:7])[CH3:3].C1(P(C2C=CC=CC=2)C2C=CC=CC=2)C=CC=CC=1.[C:27]1([CH2:33][CH2:34][CH2:35][C:36]2[CH:41]=[CH:40][CH:39]=[CH:38][C:37]=2O)[CH:32]=[CH:31][CH:30]=[CH:29][CH:28]=1.N(C(OCC)=O)=NC(OCC)=O>C(Cl)Cl>[CH3:1][N:2]([CH2:4][CH2:5][CH2:6][O:7][C:41]1[CH:40]=[CH:39][CH:38]=[CH:37][C:36]=1[CH2:35][CH2:34][CH2:33][C:27]1[CH:28]=[CH:29][CH:30]=[CH:31][CH:32]=1)[CH3:3]. Procedure details: 134 mg of 3-(N,N-dimethylamino)propanol and 342 mg of triphenyl phosphine were added to a solution of 230 mg of 2-(3-phenylpropyl)phenol (prepared as described in Preparation 29) in 10 ml of methylene chloride, and the mixture was cooled with ice and stirred. 227 mg of diethyl azodicarboxylate were then added dropwise to the solution, and the mixture was stirred at room temperature for 5 hours. At the end of this time, the solvent was removed by distillation under reduced pressure, and ethyl ace... Starting materials: O=C(Cl)C(=O)Cl, CC(=O)SC1CC(C(=O)O)N(C(=O)OCc2ccc([N+](=O)[O-])cc2)C1, CN1CCOCC1, [Cl-], ClCCl, CN(C)C=O, Nc1cccc(-c2nnn[nH]2)c1. The product is CC(=O)SC1CC(C(=O)Nc2cccc(-c3nnn[nH]3)c2)N(C(=O)OCc2ccc([N+](=O)[O-])cc2)C1. As a reaction SMILES: [C:1]([Cl:2])(=[O:3])[C:4]([Cl:5])=[O:6].[C:7]([CH3:8])(=[O:9])[S:10][CH:11]1[CH2:12][CH:13]([C:29](=[O:30])[OH:31])[N:14]([C:16](=[O:17])[O:18][CH2:19][c:20]2[cH:21][cH:22][c:23]([N+:26](=[O:27])[O-:28])[cH:24][cH:25]2)[CH2:15]1.[CH3:32][N:33]1[CH2:34][CH2:35][O:36][CH2:37][CH2:38]1.[Cl-:39].[Cl:52][CH2:53][Cl:54].[O:55]=[CH:56][N:57]([CH3:58])[CH3:59].[nH:40]1[n:41][n:42][n:43][c:44]1-[c:45]1[cH:46][c:47]([NH2:48])[cH:49][cH:50][cH:51]1>>[C:7]([CH3:8])(=[O:9])[S:10][CH:11]1[CH2:12][CH:13]([C:29](=[O:31])[NH:48][c:47]2[cH:46][c:45](-[c:44]3[n:40][n:41][n:42][nH:43]3)[cH:51][cH:50][cH:49]2)[N:14]([C:16](=[O:17])[O:18][CH2:19][c:20]2[cH:21][cH:22][c:23]([N+:26](=[O:27])[O-:28])[cH:24][cH:25]2)[CH2:15]1. Reactants: ClC1=CC=C(C=2SC3=CC=CC=C3C(C12)=O)O (1-Chloro-4-hydroxythioxanthone), C(C)(=O)Cl (Acetyl chloride), COC1=CC=C(C=2SC3=CC=CC=C3C(C12)=O)OC (1,4-Dimethoxythioxanthone), N1=CC=CC=C1 (pyridine). Solvent: CC(=O)C (acetone). The product is C(C)(=O)OC1=CC=C(C=2C(C3=CC=CC=C3SC12)=O)Cl (4-Acetyloxy-1-chlorothioxanthone). RXN SMILES: [Cl:1][C:2]1[C:15]2[C:14](=[O:16])[C:13]3[C:8](=[CH:9][CH:10]=[CH:11][CH:12]=3)[S:7][C:6]=2[C:5]([OH:17])=[CH:4][CH:3]=1.C[O:19][C:20]1C2C(=O)C3C(=CC=CC=3)SC=2C(OC)=C[CH:21]=1.N1C=CC=CC=1.C(Cl)(=O)C>CC(C)=O>[C:20]([O:17][C:5]1[C:6]2[S:7][C:8]3[C:13](=[CH:12][CH:11]=[CH:10][CH:9]=3)[C:14](=[O:16])[C:15]=2[C:2]([Cl:1])=[CH:3][CH:4]=1)(=[O:19])[CH3:21]. Procedure: 1-Chloro-4-hydroxythioxanthone as prepared in Example 1 (13.1 g) and pyridine (1O g) was stirred in acetone (50 ml) at 50°. Acetyl chloride (4.3 g) was added over 0.25 h and the mixture stirred and heated under reflux for a further hour. The mixture was cooled to 20° and quenched with water (150 ml). The resulting solution was extracted with chloroform (50 ml), separated and the organic phase washed twice with water. The organic phase was evaporated to dryness under reduced pressure and the resi... The reactants are CC[SiH](CC)CC, CCOC(=O)C1=Cc2cc(C)cc(C(C)O)c2OC1C(F)(F)F, O=C(O)C(F)(F)F. Yields the product CCOC(=O)C1=Cc2cc(C)cc(CC)c2OC1C(F)(F)F. As a reaction SMILES: [CH2:24]([SiH:25]([CH2:26][CH3:27])[CH2:28][CH3:29])[CH3:30].[OH:1][CH:2]([CH3:3])[c:4]1[cH:5][c:6]([CH3:23])[cH:7][c:8]2[c:13]1[O:12][CH:11]([C:14]([F:15])([F:16])[F:17])[C:10]([C:18](=[O:19])[O:20][CH2:21][CH3:22])=[CH:9]2.[OH:31][C:32]([C:33]([F:34])([F:35])[F:36])=[O:37]>>[CH2:2]([CH3:3])[c:4]1[cH:5][c:6]([CH3:23])[cH:7][c:8]2[c:13]1[O:12][CH:11]([C:14]([F:15])([F:16])[F:17])[C:10]([C:18](=[O:19])[O:20][CH2:21][CH3:22])=[CH:9]2. The reactants are CCN1CCCCC1, CN(C)C=O, Cl, CC(NC(=O)OCc1ccccc1)C(=O)NCC(=O)Oc1ccc([N+](=O)[O-])cc1, CCOC(=O)C1(N)CCCC1. Product: CCOC(=O)C1(N)CCCC1C(=O)CNC(=O)C(C)NC(=O)OCc1ccccc1. Reaction SMILES: [CH3:13][CH2:14][N:15]1[CH2:16][CH2:17][CH2:18][CH2:19][CH2:20]1.[CH3:50][N:51]([CH3:52])[CH:53]=[O:54].[ClH:12].[N+:21]([c:22]1[cH:23][cH:24][c:25]([O:30][C:31](=[O:26])[CH2:32][NH:33][C:34]([CH:35]([NH:36][C:37](=[O:38])[O:39][CH2:40][c:41]2[cH:42][cH:43][cH:44][cH:45][cH:46]2)[CH3:47])=[O:48])[cH:27][cH:28]1)([O-:29])=[O:49].[NH2:1][C:2]1([C:7](=[O:8])[O:9][CH2:10][CH3:11])[CH2:3][CH2:4][CH2:5][CH2:6]1>>[NH2:1][C:2]1([C:7](=[O:8])[O:9][CH2:10][CH3:11])[CH:3]([C:31](=[O:30])[CH2:32][NH:33][C:34]([CH:35]([NH:36][C:37](=[O:38])[O:39][CH2:40][c:41]2[cH:42][cH:43][cH:44][cH:45][cH:46]2)[CH3:47])=[O:48])[CH2:4][CH2:5][CH2:6]1. Reactants: ClC(C1=CC(=CC(=C1)[N+](=O)[O-])C(F)(F)F)Cl (Chloro-3-Trifluoromethyl-5-Nitro Benzylchloride), CN(C)C (trimethylamine), [H][H] (hydrogen). Reagents/catalysts: [Pd] (Pd/C). Run in CO (MeOH). Product: CC=1C=C(C=C(C1)N)C(F)(F)F (3-Methyl-5-Amino Benzotrifluoride). Yield: 83.0%. RXN SMILES: Cl[CH:2](Cl)[C:3]1[CH:8]=[C:7]([N+:9]([O-])=O)[CH:6]=[C:5]([C:12]([F:15])([F:14])[F:13])[CH:4]=1.CN(C)C.[H][H]>[Pd].CO>[CH3:2][C:3]1[CH:4]=[C:5]([C:12]([F:13])([F:14])[F:15])[CH:6]=[C:7]([NH2:9])[CH:8]=1. Procedure details: At room temperature, 32.3 gms of crude nitrated product from Example V was added to a mixture of 150 ml MeOH and 30 gms (2.5 eq) of trimethylamine. The dark solution was charged with 1.6 gms of 50% wet 5% Pd/C catalyst and hydrogenated for 48 hours at 60° C. with hydrogen at 4 atms. The final solution was concentrated by distilling about half of the MeOH, diluted with 250 ml H2O and washed 3 times with 100 ml CH2Cl2. All of the organic extractions were combined, dried (Na2SO4), filtered and conc...